Dataset: the Open Reaction Database (ORD), a public repository of structured organic reaction records. Task: describe an organic reaction: reactants, conditions, products, and yield Starting materials: C=C(C(=O)c1cc2c(c(C)c1C)OC(C(=O)O)C2)C(C)C, O, O=S(=O)(O)O. Yields the product Cc1c(C)c2c(c3c1OC(C(=O)O)C3)CC(C(C)C)C2=O. Reaction SMILES: [CH2:1]=[C:2]([C:3](=[O:4])[c:5]1[c:6]([CH3:18])[c:7]([CH3:17])[c:8]2[c:9]([cH:16]1)[CH2:10][CH:11]([C:13](=[O:14])[OH:15])[O:12]2)[CH:19]([CH3:20])[CH3:21].[OH2:27].[S:22](=[O:23])(=[O:24])([OH:25])[OH:26]>>[CH2:1]1[CH:2]([CH:19]([CH3:20])[CH3:21])[C:3](=[O:4])[c:5]2[c:6]([CH3:18])[c:7]([CH3:17])[c:8]3[c:9]([c:16]21)[CH2:10][CH:11]([C:13](=[O:14])[OH:15])[O:12]3. The reactants are BrC1=CC=C(C=C1)S(=O)(=O)Cl (4-bromobenzenesulfonyl chloride), NC1=CC=C(C=C1)CCNC(CC)C(=O)OC(C)(C)C (2-(4-aminophenyl)ethyl-1-(tert-butoxycarbonyl)propylamine). Product: BrC1=CC=C(C=C1)S(=O)(=O)NC1=CC=C(C=C1)CCNCCC (2-[4-(4-bromobenzenesulfonamido)phenyl]ethyl-propylamine). RXN SMILES: [Br:1][C:2]1[CH:7]=[CH:6][C:5]([S:8](Cl)(=[O:10])=[O:9])=[CH:4][CH:3]=1.[NH2:12][C:13]1[CH:18]=[CH:17][C:16]([CH2:19][CH2:20][NH:21][CH:22](C(OC(C)(C)C)=O)[CH2:23][CH3:24])=[CH:15][CH:14]=1>>[Br:1][C:2]1[CH:7]=[CH:6][C:5]([S:8]([NH:12][C:13]2[CH:14]=[CH:15][C:16]([CH2:19][CH2:20][NH:21][CH2:22][CH2:23][CH3:24])=[CH:17][CH:18]=2)(=[O:10])=[O:9])=[CH:4][CH:3]=1. Reported procedure: Using procedure 4, 4-bromobenzenesulfonyl chloride was added to 2-(4-aminophenyl)ethyl-1-(tert-butoxycarbonyl)propylamine to give the title compound as a solid, m.p. 141-143° C. Reaction SMILES: [Si]([N:8]1[CH2:11][C:10]([S:23][CH3:24])([NH:12][C:13](=[O:22])[CH2:14][O:15][C:16]2[CH:21]=[CH:20][CH:19]=[CH:18][CH:17]=2)[C:9]1=[O:25])(C(C)(C)C)(C)C.[F-].C([N+](CCCC)(CCCC)CCCC)CCC.C(O)(=O)C.C(OCC)(=O)C>O1CCCC1.O>[CH3:24][S:23][C:10]1([NH:12][C:13](=[O:22])[CH2:14][O:15][C:16]2[CH:21]=[CH:20][CH:19]=[CH:18][CH:17]=2)[CH2:11][NH:8][C:9]1=[O:25] |f:1.2|. Isolated yield 101.4%. Solvent: O (water), O1CCCC1 (tetrahydrofuran), O1CCCC1 (THF). Product: CSC1(C(NC1)=O)NC(COC1=CC=CC=C1)=O ((3RS)-3-Methylthio-3-phenoxyacetamido-azetidin-2-one). Reactants: C(C)(=O)OCC (ethyl acetate), [Si](C)(C)(C(C)(C)C)N1C(C(C1)(NC(COC1=CC=CC=C1)=O)SC)=O ((3RS)-1-t-Butyldimethylsilyl-3-methylthio-3-phenoxyacetamido-azetidin-2-one), [F-].C(CCC)[N+](CCCC)(CCCC)CCCC (tetrabutylammonium fluoride), C(C)(=O)O (acetic acid). Reported procedure: A solution of (24) (516 mg) in dry tetrahydrofuran (THF) (10 ml) was cooled to -10° C. and treated with tetrabutylammonium fluoride (476 mg) and glacial acetic acid (180 mg) in a minimum volume of dry THF. After approximately 15 mins the mixture was poured into a mixture of ethyl acetate and water. The organic phase was separated and washed successively with dilute sodium bicarbonate, dilute hydrochloric acid, and brine, then dried and evaporated. Chromatography on silica gel gave the product (2... Starting materials: ClC1=C(C=CC(=C1)Cl)S (2,4-dichlorothiophenol), C([O-])([O-])=O.[K+].[K+] (potassium carbonate), ClC1=C(C=O)C=CC=C1 (2-chlorobenzaldehyde). The solvent is CN(C)C=O (DMF). Conditions: temperature 70 celsius. Product: ClC1=C(C=CC(=C1)Cl)SC1=C(C=O)C=CC=C1 (2-[(2,4-Dichlorophenyl)thio]benzaldehyde). Isolated yield 82.6%. Reaction SMILES: [Cl:1][C:2]1[CH:7]=[C:6]([Cl:8])[CH:5]=[CH:4][C:3]=1[SH:9].C(=O)([O-])[O-].[K+].[K+].Cl[C:17]1[CH:24]=[CH:23][CH:22]=[CH:21][C:18]=1[CH:19]=[O:20]>CN(C=O)C>[Cl:1][C:2]1[CH:7]=[C:6]([Cl:8])[CH:5]=[CH:4][C:3]=1[S:9][C:17]1[CH:24]=[CH:23][CH:22]=[CH:21][C:18]=1[CH:19]=[O:20] |f:1.2.3|. Procedure details: To a stirred solution of 2,4-dichlorothiophenol (2.0 g, 11.2 mmol) in 25 mL of anhydrous DMF was added potassium carbonate (3.09 g, 22.4 mmol), followed by 2-chlorobenzaldehyde (1.26 mL, 11.3 mmol). The mixture was then heated under nitrogen atmosphere at 70° C. for 5 hours. The reaction mixture was then allowed to cool to room temperature and partitioned between ether and water. The aqueous layer was extracted with ether once and the combined organic layer was washed with water and brine, dried... Starting materials: CNC, CSc1nc(=O)n(C2CCCCC2)c(=O)n1C, Cc1ccccc1. The product is CN(C)c1nc(=O)n(C2CCCCC2)c(=O)n1C. RXN SMILES: [CH3:18][NH:19][CH3:20].[CH3:1][n:2]1[c:3](=[O:17])[n:4]([CH:11]2[CH2:12][CH2:13][CH2:14][CH2:15][CH2:16]2)[c:5](=[O:10])[n:6][c:7]1[S:8][CH3:9].[CH3:21][c:22]1[cH:23][cH:24][cH:25][cH:26][cH:27]1>>[CH3:1][n:2]1[c:3](=[O:17])[n:4]([CH:11]2[CH2:12][CH2:13][CH2:14][CH2:15][CH2:16]2)[c:5](=[O:10])[n:6][c:7]1[N:19]([CH3:18])[CH3:20].